Dataset: the Open Reaction Database (ORD), a public repository of structured organic reaction records. Task: describe an organic reaction: reactants, conditions, products, and yield Starting materials: CS(=O)(=O)N1CCOC2=C1C=C(C=C2)C=2CCC(NN2)=O (6-(3,4-Dihydro-4-methanesulfonyl-1,4(2H)-benzoxazin-6-yl)-2,3,4,5-tetrahydropyridazin-3-one), ice water, [H-].[Na+] (sodium hydride), CI (methyl iodide). Solvent: CN(C=O)C (dimethylformamide). Conditions: time 1.5 hour. Yields the product CS(=O)(=O)N1CCOC2=C1C=C(C=C2)C=2CCC(N(N2)C)=O (6-(3,4-Dihydro-4-methanesulfonyl-1,4(2H)-benzoxazin-6-yl)-2,3,4,5-tetrahydro-2-methylpyridazin-3-one). As a reaction SMILES: [CH3:1][S:2]([N:5]1[C:10]2[CH:11]=[C:12]([C:15]3[CH2:16][CH2:17][C:18](=[O:21])[NH:19][N:20]=3)[CH:13]=[CH:14][C:9]=2[O:8][CH2:7][CH2:6]1)(=[O:4])=[O:3].[H-].[Na+].[CH3:24]I>CN(C)C=O>[CH3:1][S:2]([N:5]1[C:10]2[CH:11]=[C:12]([C:15]3[CH2:16][CH2:17][C:18](=[O:21])[N:19]([CH3:24])[N:20]=3)[CH:13]=[CH:14][C:9]=2[O:8][CH2:7][CH2:6]1)(=[O:4])=[O:3] |f:1.2|. Reported procedure: 6-(3,4-Dihydro-4-methanesulfonyl-1,4(2H)-benzoxazin-6-yl)-2,3,4,5-tetrahydropyridazin-3-one (3 g) was suspended in 50 ml of dimethylformamide and one equivalent of 60% sodium hydride in oil was added. When gas evolution ceased, one equivalent of methyl iodide was added and the mixture allowed to stand for 1.5 hours followed by one hour at 40° C. The mixture was cooled and then poured into 200 ml of ice water, giving a precipitate that was collected by filtration, washed with water and recrystall... Starting materials: CC(=O)O[BH-](OC(C)=O)OC(C)=O, O=C([O-])O, Cc1ccccc1, CC(=O)O, O=Cc1ccccc1, [Na+], [Na+], OC1CCCNC1. Product: OC1CCCN(Cc2ccccc2)C1. As a reaction SMILES: [C:16]([O:17][BH-:18]([O:19][C:20](=[O:21])[CH3:22])[O:23][C:24](=[O:25])[CH3:26])(=[O:27])[CH3:28].[C:30](=[O:31])([OH:32])[O-:33].[CH3:35][c:36]1[cH:37][cH:38][cH:39][cH:40][cH:41]1.[CH3:42][C:43](=[O:44])[OH:45].[CH:8](=[O:9])[c:10]1[cH:11][cH:12][cH:13][cH:14][cH:15]1.[Na+:29].[Na+:34].[OH:1][CH:2]1[CH2:3][NH:4][CH2:5][CH2:6][CH2:7]1>>[OH:1][CH:2]1[CH2:3][N:4]([CH2:8][c:10]2[cH:11][cH:12][cH:13][cH:14][cH:15]2)[CH2:5][CH2:6][CH2:7]1. The reactants are Cl Al, S(=O)(Cl)Cl (thionyl chloride), IC1=C(C(=CC(=C1)I)I)C1=CC=C(C=C1)C (2′,4′,6′-triiodo-4-methylbiphenyl), IC1=C(C(=C(C(=C1CC)I)CC)I)C1=CC(=C(C=C1)C(=O)O)[N+](=O)[O-] (2′,4′,6′-triiodo-3′,5′-bis(ethyl)-3-nitrobiphenyl-4-carboxylic acid). The reagents and catalysts are [Zn] (Zn). The product is IC1=C(C(=C(C(=C1CC)I)CC)I)C1=CC(=C(C=C1)C(=O)Cl)[N+](=O)[O-] (2′,4′,6′-triiodo-3′,5′-bis(ethyl)-3-nitrobiphenyl-4-carbonyl chloride). As a reaction SMILES: IC1C=C(I)C=C(I)C=1C1C=CC(C)=CC=1.[I:17][C:18]1[C:23]([CH2:24][CH3:25])=[C:22]([I:26])[C:21]([CH2:27][CH3:28])=[C:20]([I:29])[C:19]=1[C:30]1[CH:35]=[CH:34][C:33]([C:36](O)=[O:37])=[C:32]([N+:39]([O-:41])=[O:40])[CH:31]=1.S(Cl)([Cl:44])=O>[Zn]>[I:17][C:18]1[C:23]([CH2:24][CH3:25])=[C:22]([I:26])[C:21]([CH2:27][CH3:28])=[C:20]([I:29])[C:19]=1[C:30]1[CH:35]=[CH:34][C:33]([C:36]([Cl:44])=[O:37])=[C:32]([N+:39]([O-:41])=[O:40])[CH:31]=1. Procedure: Freidel-Crafts acylation is performed on 2′,4′,6′-triiodo-3′-ethyl-3-nitrobiphenyl-4-carboxylic acid (13) in the presence of AlCl3 and CH3COCl to yield 2′,4′,6′-triiodo-3′-ethyl-5′-acetyl-3-nitrobiphenyl-4-carboxylic acid (17). 2′,4′,6′-triiodo-3′-ethyl-5′-acetyl-3-nitrobiphenyl-4-carboxylic acid (17) is then reacted with a zinc mercury amalgam and hydrochloric add and heated to yield 2′,4′,6′-triiodo-3′,5′-bis(ethyl)-3-nitrobiphenyl-4-carboxylic acid (18). C 15 ⁢   ⁢ H 10 ⁢ I 3 ⁢ N ⁢ O 4 ⁢ → C ... Reactants: CCOC(=O)/N=N/C(=O)OCC (DEAD), OC=1C=C2CCN([C@H](C2=CC1)C(=O)OC)C(=O)OC(C)(C)C ((R)-2-tert-butyl 1-methyl 6-hydroxy-3,4-dihydroisoquinoline-1,2(1H)-dicarboxylate), OCC=1C=C(C=CC1)NC(C)=O (N-(3-(hydroxymethyl)phenyl)acetamide), C1=CC=C(C=C1)P(C2=CC=CC=C2)C3=CC=CC=C3 (PPh3). The solvent is C1CCOC1 (THF). Run at time 8 hour. Product: C(C)(=O)NC=1C=C(COC=2C=C3CCN([C@H](C3=CC2)C(=O)OC)C(=O)OC(C)(C)C)C=CC1 ((R)-2-tert-butyl 1-methyl 6-(3-acetamidobenzyloxy)-3,4-dihydroisoquinoline-1,2(1H)-dicarboxylate). Isolated yield 26.8%. Reaction SMILES: [OH:1][C:2]1[CH:3]=[C:4]2[C:9](=[CH:10][CH:11]=1)[C@H:8]([C:12]([O:14][CH3:15])=[O:13])[N:7]([C:16]([O:18][C:19]([CH3:22])([CH3:21])[CH3:20])=[O:17])[CH2:6][CH2:5]2.O[CH2:24][C:25]1[CH:26]=[C:27]([NH:31][C:32](=[O:34])[CH3:33])[CH:28]=[CH:29][CH:30]=1.C1C=CC(P(C2C=CC=CC=2)C2C=CC=CC=2)=CC=1.CCOC(/N=N/C(OCC)=O)=O>C1COCC1>[C:32]([NH:31][C:27]1[CH:26]=[C:25]([CH:30]=[CH:29][CH:28]=1)[CH2:24][O:1][C:2]1[CH:3]=[C:4]2[C:9](=[CH:10][CH:11]=1)[C@H:8]([C:12]([O:14][CH3:15])=[O:13])[N:7]([C:16]([O:18][C:19]([CH3:22])([CH3:21])[CH3:20])=[O:17])[CH2:6][CH2:5]2)(=[O:34])[CH3:33]. Procedure: To a mixture of (R)-2-tert-butyl 1-methyl 6-hydroxy-3,4-dihydroisoquinoline-1,2(1H)-dicarboxylate (99 mg, 0.32 mmol),N-(3-(hydroxymethyl)phenyl)acetamide (53 mg, 0.32 mmol)and PPh3 (92 mh, 0.35)in THF(2 mL) at 0° C. was added DEAD (60 μL, 0.38 mmol). The reaction mixture was warmed to room temperature and stirred overnight. It was concentrated and purified by preparative HPLC (Phenomenex 20×100 mm eluting with 0-100% MeOH/H2O (90% in H2O) gradient over 8 min with flow rate 25 mL/min) to yield (R... Starting materials: OC=1C=C(C=CC1)CCCN1C=NC=C1 (1-[3-(3-hydroxyphenyl)propyl]imidazole), ClCC=1N=C(OC1)C=1SC(=CC1)C (4-chloromethyl-2-(5-methyl-2-thienyl)oxazole). Yields the product N1(C=NC=C1)CCCC=1C=C(OCC=2N=C(OC2)C=2SC(=CC2)C)C=CC1 (4-[3-[3-(1-imidazolyl)propyl]phenoxymethyl]-2-(5-methyl-2-thienyl)oxazole). Isolated yield 71.0%. RXN SMILES: [OH:1][C:2]1[CH:3]=[C:4]([CH2:8][CH2:9][CH2:10][N:11]2[CH:15]=[CH:14][N:13]=[CH:12]2)[CH:5]=[CH:6][CH:7]=1.Cl[CH2:17][C:18]1[N:19]=[C:20]([C:23]2[S:24][C:25]([CH3:28])=[CH:26][CH:27]=2)[O:21][CH:22]=1>>[N:11]1([CH2:10][CH2:9][CH2:8][C:4]2[CH:3]=[C:2]([CH:7]=[CH:6][CH:5]=2)[O:1][CH2:17][C:18]2[N:19]=[C:20]([C:23]3[S:24][C:25]([CH3:28])=[CH:26][CH:27]=3)[O:21][CH:22]=2)[CH:15]=[CH:14][N:13]=[CH:12]1. Procedure: In substantially the same manner as in Working Example 72, 1-[3-(3-hydroxyphenyl)propyl]imidazole was allowed to react with 4-chloromethyl-2-(5-methyl-2-thienyl)oxazole to give 4-[3-[3-(1-imidazolyl)propyl]phenoxymethyl]-2-(5-methyl-2-thienyl)oxazole. The yield was 71%. Oily substance. The reactants are CC1CNCCN1, FC(F)(F)c1ccnc(Cl)c1, Cc1ccccc1C. Yields the product CC1CN(c2cc(C(F)(F)F)ccn2)CCN1. Reaction SMILES: [CH3:1][CH:2]1[NH:3][CH2:4][CH2:5][NH:6][CH2:7]1.[Cl:8][c:9]1[n:10][cH:11][cH:12][c:13]([C:15]([F:16])([F:17])[F:18])[cH:14]1.[c:19]1([CH3:20])[c:21]([CH3:22])[cH:23][cH:24][cH:25][cH:26]1>>[CH3:1][CH:2]1[NH:3][CH2:4][CH2:5][N:6]([c:9]2[n:10][cH:11][cH:12][c:13]([C:15]([F:16])([F:17])[F:18])[cH:14]2)[CH2:7]1. Reactants: Cl.C(C)(=O)OCC (hydrochloric acid ethyl acetate), C(C)(C)(C)OC(=O)N1[C@@H](CC[C@@H]1[C@H](C)O)C1=CC=C(C=C1)F ((2S,5R)-2-(4-fluorophenyl)-5-((S)-1-hydroxyethyl)-pyrrolidine-1-carboxylic acid t-butyl ester). Yields the product FC1=CC=C(C=C1)[C@@H]1CC[C@@H](N1)[C@H](C)O ((S)-1-[(2R,5S)-5-(4-fluorophenyl)pyrrolidine-2-yl]ethanol). Isolated yield 100.0%. RXN SMILES: Cl.C(OCC)(=O)C.C(OC([N:15]1[C@@H:19]([C@@H:20]([OH:22])[CH3:21])[CH2:18][CH2:17][C@H:16]1[C:23]1[CH:28]=[CH:27][C:26]([F:29])=[CH:25][CH:24]=1)=O)(C)(C)C>>[F:29][C:26]1[CH:27]=[CH:28][C:23]([C@H:16]2[NH:15][C@@H:19]([C@@H:20]([OH:22])[CH3:21])[CH2:18][CH2:17]2)=[CH:24][CH:25]=1 |f:0.1|. Procedure: A 4 N hydrochloric acid/ethyl acetate (6.8 mL) solution of (2S,5R)-2-(4-fluorophenyl)-5-((S)-1-hydroxyethyl)-pyrrolidine-1-carboxylic acid t-butyl ester (708 mg, high polarity compound) was stirred for 1 hour at room temperature. The solvent was removed under a vacuum, and 5 N sodium hydroxide was added, and extraction was conducted twice with dichloromethane. The organic layer was dried over anhydrous magnesium sulfate, and the solvent was removed under a vacuum, and the title compound (479 mg)... Reactants: ClC1=CC=C(N=N1)CC1CCN(CC1)C(=O)OC(C)(C)C (tert-butyl 4-((6-chloropyridazin-3-yl)methyl)piperidine-1-carboxylate), COC=1C(=CC2=CC=CC=C2C1)B(O)O ((3-methoxynaphthalen-2-yl)boronic acid). The product is COC=1C(=CC2=CC=CC=C2C1)C1=CC=C(N=N1)CC1CCN(CC1)C(=O)OC(C)(C)C (tert-butyl 4-((6-(3-methoxynaphthalen-2-yl)pyridazin-3-yl)methyl)piperidine-1-carboxylate). Yield: 45.0%. Reaction SMILES: Cl[C:2]1[N:7]=[N:6][C:5]([CH2:8][CH:9]2[CH2:14][CH2:13][N:12]([C:15]([O:17][C:18]([CH3:21])([CH3:20])[CH3:19])=[O:16])[CH2:11][CH2:10]2)=[CH:4][CH:3]=1.[CH3:22][O:23][C:24]1[C:25](B(O)O)=[CH:26][C:27]2[C:32]([CH:33]=1)=[CH:31][CH:30]=[CH:29][CH:28]=2>>[CH3:22][O:23][C:24]1[C:25]([C:2]2[N:7]=[N:6][C:5]([CH2:8][CH:9]3[CH2:14][CH2:13][N:12]([C:15]([O:17][C:18]([CH3:21])([CH3:20])[CH3:19])=[O:16])[CH2:11][CH2:10]3)=[CH:4][CH:3]=2)=[CH:26][C:27]2[C:32]([CH:33]=1)=[CH:31][CH:30]=[CH:29][CH:28]=2. Reported procedure: tert-butyl 4-((6-(3-methoxynaphthalen-2-yl)pyridazin-3-yl)methyl)piperidine-1-carboxylate (63 mg, 0.145 mmol, 45% yield) was prepared from tert-butyl 4-((6-chloropyridazin-3-yl)methyl)piperidine-1-carboxylate and (3-methoxynaphthalen-2-yl)boronic acid using GENERAL METHODS 1-4.